Task: describe an organic reaction: reactants, conditions, products, and yield. Dataset: the Open Reaction Database (ORD), a public repository of structured organic reaction records Reactants: [Na] (sodium), C(CCC)O (n-butyl alcohol), C(CCC)N1C=NC=2C1=NC(=C(C2Cl)C(=O)OCC)C (3-butyl-7-chloro-5-methyl-3H-imidazo[4,5-b]pyridine-6-carboxylic acid, ethyl ester). Solvent: C1=CC=CC=C1 (benzene). Procedure details: 0.03 g. of sodium and 0.8 g. of n-butyl alcohol are refluxed for 5 hours in 50 ml. of dry benzene. After this time, 3 g. of 3-butyl-7-chloro-5-methyl-3H-imidazo[4,5-b]pyridine-6-carboxylic acid, ethyl ester obtained in Example 3 c are added and the mixture is refluxed for 12 hours. After the inorganic precipitate has been filtered off, the solvent is removed in vacuo and the residue distilled to obtain 7-butoxy-3-butyl-5-methyl-3H-imidazo[4,5-b]pyridine-6-carboxylic acid, ethyl ester, b.p. 210°-... Reaction SMILES: [Na].[CH2:2]([OH:6])[CH2:3][CH2:4][CH3:5].[CH2:7]([N:11]1[C:15]2=[N:16][C:17]([CH3:26])=[C:18]([C:21]([O:23][CH2:24][CH3:25])=[O:22])[C:19](Cl)=[C:14]2[N:13]=[CH:12]1)[CH2:8][CH2:9][CH3:10]>C1C=CC=CC=1>[CH2:2]([O:6][C:19]1[C:18]([C:21]([O:23][CH2:24][CH3:25])=[O:22])=[C:17]([CH3:26])[N:16]=[C:15]2[N:11]([CH2:7][CH2:8][CH2:9][CH3:10])[CH:12]=[N:13][C:14]=12)[CH2:3][CH2:4][CH3:5] |^1:0|. Yields the product C(CCC)OC1=C2C(=NC(=C1C(=O)OCC)C)N(C=N2)CCCC (7-butoxy-3-butyl-5-methyl-3H-imidazo[4,5-b]pyridine-6-carboxylic acid, ethyl ester). Reactants: [OH-].[K+] (potassium hydroxide), IC1=C(C=NC(=C1)OC)O (4-iodo-6-methoxypyridin-3-ol), FC(S(=O)(=O)OC(F)F)(F)F (difluoromethyl trifluoromethanesulphonate). Run in O (water), C(C)#N (acetonitrile). Run at time 2 minute. Product: FC(OC=1C(=CC(=NC1)OC)I)F (5-(Difluoromethoxy)-4-iodo-2-methoxypyridine). As a reaction SMILES: [OH-].[K+].[I:3][C:4]1[CH:9]=[C:8]([O:10][CH3:11])[N:7]=[CH:6][C:5]=1[OH:12].[F:13][C:14](F)([F:22])S(OC(F)F)(=O)=O>C(#N)C.O>[F:13][CH:14]([F:22])[O:12][C:5]1[C:4]([I:3])=[CH:9][C:8]([O:10][CH3:11])=[N:7][CH:6]=1 |f:0.1|. Procedure: 4.8 ml of aqueous potassium hydroxide solution (6M) were added to a solution of 600 mg (purity 93%, 2.22 mmol) of 4-iodo-6-methoxypyridin-3-ol in 4.8 ml of acetonitrile, the mixture was cooled in an ice bath and 863 μl (purity 75%, 3.56 mmol, 1.6 eq.) of difluoromethyl trifluoromethanesulphonate [Angew. Chem. Int. Ed. 2013, 52, 1-5; Journal of Fluorine Chemistry 2009, 130, 667-670] were added with vigorous stirring. The reaction mixture was stirred for 2 min and diluted with 33 ml of water. The ... The reactants are Cc1ccccc1OCC(=O)Nc1ccc(-c2nc3cc(Br)cc(C)c3o2)nc1, [Na+], [Na+], O=C([O-])[O-], OB(O)c1cccnc1. The product is Cc1ccccc1OCC(=O)Nc1ccc(-c2nc3cc(-c4cccnc4)cc(C)c3o2)nc1. As a reaction SMILES: [Br:1][c:2]1[cH:3][c:4]([CH3:29])[c:5]2[c:6]([n:7][c:8](-[c:10]3[cH:11][cH:12][c:13]([NH:16][C:17]([CH2:18][O:19][c:20]4[c:21]([CH3:26])[cH:22][cH:23][cH:24][cH:25]4)=[O:27])[cH:14][n:15]3)[o:9]2)[cH:28]1.[Na+:39].[Na+:40].[O-:41][C:42](=[O:43])[O-:44].[n:30]1[cH:31][c:32]([B:36]([OH:37])[OH:38])[cH:33][cH:34][cH:35]1>>[c:2]1(-[c:32]2[cH:31][n:30][cH:35][cH:34][cH:33]2)[cH:3][c:4]([CH3:29])[c:5]2[c:6]([n:7][c:8](-[c:10]3[cH:11][cH:12][c:13]([NH:16][C:17]([CH2:18][O:19][c:20]4[c:21]([CH3:26])[cH:22][cH:23][cH:24][cH:25]4)=[O:27])[cH:14][n:15]3)[o:9]2)[cH:28]1. Starting materials: C1(CC1)C=1C=CC(=NC1OCC(C(F)(F)F)(F)F)C(=O)O (5-cyclopropyl-6-(2,2,3,3,3-pentafluoro-propoxy)-pyridine-2-carboxylic acid), CC1(NCCC1)C (2,2-dimethylpyrrolidine). Yields the product C1(CC1)C=1C=CC(=NC1OCC(C(F)(F)F)(F)F)C(=O)N1C(CCC1)(C)C ([5-Cyclopropyl-6-(2,2,3,3,3-pentafluoro-propoxy)-pyridin-2-yl]-(2,2-dimethyl-pyrrolidin-1-yl)-methanone). RXN SMILES: [CH:1]1([C:4]2[CH:5]=[CH:6][C:7]([C:19]([OH:21])=O)=[N:8][C:9]=2[O:10][CH2:11][C:12]([F:18])([F:17])[C:13]([F:16])([F:15])[F:14])[CH2:3][CH2:2]1.[CH3:22][C:23]1([CH3:28])[CH2:27][CH2:26][CH2:25][NH:24]1>>[CH:1]1([C:4]2[CH:5]=[CH:6][C:7]([C:19]([N:24]3[CH2:25][CH2:26][CH2:27][C:23]3([CH3:28])[CH3:22])=[O:21])=[N:8][C:9]=2[O:10][CH2:11][C:12]([F:18])([F:17])[C:13]([F:15])([F:14])[F:16])[CH2:2][CH2:3]1. Procedure: The title compound was synthesized in analogy to Example 47 b, using 5-cyclopropyl-6-(2,2,3,3,3-pentafluoro-propoxy)-pyridine-2-carboxylic acid (40 mg, 129 μmol) and 2,2-dimethylpyrrolidine (CAN 35018-15-6; 18 μL, 141 μmol) as starting materials and isolated (41 mg, 81%) as light-brown oil; LC-MS (UV peak area, ESI) 100%, 393.1611 [MH+]. Starting materials: C(C=C)(=O)N1CC2=C(CC1)NC=1N2N=C(C1C(=O)N)C1=CC=C(C=C1)OC1=CC=CC=C1 (7-acryloyl-2-(4-phenoxyphenyl)-5,6,7,8-tetrahydro-4H-pyrazolo[5′,1′:2,3]imidazo[4,5-c]pyridine-3-carboxamide), C[O-].[Na+] (NaOMe), Cl.CNC (dimethylamine hydrochloride). Solvent: CO (MeOH). Run at temperature 50 celsius, time 8 hour. The product is CN(CCC(=O)N1CC2=C(CC1)N1C(N2)=C(C(=N1)C1=CC=C(C=C1)OC1=CC=CC=C1)C(=O)N)C (6-(3-(dimethylamino)propanoyl)-2-(4-phenoxyphenyl)-5,6,7,8-tetrahydro-4H-pyrazolo[1′,5′:1,2]imidazo[4,5-c]pyridine-3-carboxamide). Yield: 37.8%. As a reaction SMILES: [C:1]([N:5]1[CH2:10][CH2:9][C:8]2[NH:11][C:12]3[N:13]([N:14]=[C:15]([C:20]4[CH:25]=[CH:24][C:23]([O:26][C:27]5[CH:32]=[CH:31][CH:30]=[CH:29][CH:28]=5)=[CH:22][CH:21]=4)[C:16]=3[C:17]([NH2:19])=[O:18])[C:7]=2[CH2:6]1)(=[O:4])[CH:2]=C.[CH3:33][O-].[Na+].Cl.[CH3:37][NH:38][CH3:39]>CO>[CH3:37][N:38]([CH3:33])[CH2:39][CH2:2][C:1]([N:5]1[CH2:10][CH2:9][C:8]2[N:11]3[N:14]=[C:15]([C:20]4[CH:21]=[CH:22][C:23]([O:26][C:27]5[CH:32]=[CH:31][CH:30]=[CH:29][CH:28]=5)=[CH:24][CH:25]=4)[C:16]([C:17]([NH2:19])=[O:18])=[C:12]3[NH:13][C:7]=2[CH2:6]1)=[O:4] |f:1.2,3.4|. Reported procedure: To a solution of 7-acryloyl-2-(4-phenoxyphenyl)-5,6,7,8-tetrahydro-4H-pyrazolo[5′,1′:2,3]imidazo[4,5-c]pyridine-3-carboxamide (6 mg, 0.014 mmol) in 5 mL of MeOH at RT was added NaOMe (15 mg, 0.28 mmol) followed by dimethylamine hydrochloride (12 mg, 014 mmol), then the mixture was stirred at 50° C. overnight. After cooling down to RT, the mixture was concentrated. The residue was purified by pre-HPLC eluting from 0% to 60% CH3CN in H2O. Fractions containing the desired product were combined and ... Reactants: C(#N)C1=CC(=C(C=C1)C=1C=NN(C1O)C1=NC=C(C(=O)O)C=C1)C (6-(4-(4-cyano-2-methylphenyl)-5-hydroxy-1H-pyrazol-1-yl)nicotinic acid), Cl.C(C)N=C=NCCCN(C)C (N1-((ethylimino)methylene)-N3,N3-dimethylpropane-1,3-diamine hydrochloride), C=1C=CC2=C(C1)N=NN2O (HOBT), Br.Br.C(CC)N1CCNCC1 (1-propylpiperazine dihydrobromide), CCN(C(C)C)C(C)C (DIPEA), Cl (hydrochloric acid). The solvent is CN(C)C=O (DMF), O (water). Run at temperature 60 celsius, time 20 minute. The product is OC1=C(C=NN1C1=NC=C(C=C1)C(=O)N1CCN(CC1)CCC)C1=C(C=C(C#N)C=C1)C (4-(5-hydroxy-1-(5-(4-propylpiperazine-1-carbonyl)pyridin-2-yl)-1H-pyrazol-4-yl)-3-methylbenzonitrile), hydrochloride salt. Isolated yield 11.1%. Reaction SMILES: [C:1]([C:3]1[CH:8]=[CH:7][C:6]([C:9]2[CH:10]=[N:11][N:12]([C:15]3[CH:23]=[CH:22][C:18]([C:19](O)=[O:20])=[CH:17][N:16]=3)[C:13]=2[OH:14])=[C:5]([CH3:24])[CH:4]=1)#[N:2].Cl.C(N=C=NCCCN(C)C)C.C1C=CC2N(O)N=NC=2C=1.Br.Br.[CH2:49]([N:52]1[CH2:57][CH2:56][NH:55][CH2:54][CH2:53]1)[CH2:50][CH3:51].CCN(C(C)C)C(C)C.Cl>CN(C=O)C.O>[OH:14][C:13]1[N:12]([C:15]2[CH:23]=[CH:22][C:18]([C:19]([N:55]3[CH2:56][CH2:57][N:52]([CH2:49][CH2:50][CH3:51])[CH2:53][CH2:54]3)=[O:20])=[CH:17][N:16]=2)[N:11]=[CH:10][C:9]=1[C:6]1[CH:7]=[CH:8][C:3]([C:1]#[N:2])=[CH:4][C:5]=1[CH3:24] |f:1.2,4.5.6|. Procedure details: Combined 6-(4-(4-cyano-2-methylphenyl)-5-hydroxy-1H-pyrazol-1-yl)nicotinic acid (0.5 g, 1.561 mmol), N1-((ethylimino)methylene)-N3,N3-dimethylpropane-1,3-diamine hydrochloride (0.449 g, 2.342 mmol), HOBT (0.359 g, 2.342 mmol) and 1-propylpiperazine dihydrobromide (0.543 g, 1.873 mmol) in DMF (1.56 mL) and added DIPEA (1.09 mL, 6.24 mmol) to give an orange solution. After stirring for 20 minutes the reaction mixture was heated to 60° C. for 3 hours, then was diluted with water (5 mL) and acidifie... Starting materials: CON=C1C(CCCC1)Cl (2-chlorocyclohexanone O-methyl oxime), CC(C)([O-])C.[K+] (potassium tert-butoxide), C1COCCOCCOCCOCCOCCO1 (18-crown-6), C(C)N(C=NC1=C(C=C(C(=C1)C)O)C)C (N-ethyl-N′-(4-hydroxy-2,5-dimethylphenyl)-N-methylformamidine). Run in CS(=O)C (DMSO), CS(=O)C (DMSO), O (water). Conditions: time 15 minute. Product: C(C)N(C=NC1=C(C=C(C(=C1)C)OC1C(CCCC1)=NOC)C)C (N-ethyl-N′-(4-{2-[methoxyimino]cyclohexyloxy}-2,5-dimethyl-phenyl)-N-methylformamidine). Yield: 31.1%. RXN SMILES: CC(C)([O-])C.[K+].C1OCCOCCOCCOCCOCCOC1.[CH2:25]([N:27]([CH3:39])[CH:28]=[N:29][C:30]1[CH:35]=[C:34]([CH3:36])[C:33]([OH:37])=[CH:32][C:31]=1[CH3:38])[CH3:26].[CH3:40][O:41][N:42]=[C:43]1[CH2:48][CH2:47][CH2:46][CH2:45][CH:44]1Cl>CS(C)=O.O>[CH2:25]([N:27]([CH3:39])[CH:28]=[N:29][C:30]1[CH:35]=[C:34]([CH3:36])[C:33]([O:37][CH:44]2[CH2:45][CH2:46][CH2:47][CH2:48][C:43]2=[N:42][O:41][CH3:40])=[CH:32][C:31]=1[CH3:38])[CH3:26] |f:0.1|. Procedure details: At from 0 to 5° C., 239 mg (2.13 mmol) of potassium tert-butoxide and 26 mg 18-crown-6 (0.10 mmol) were added a little at a time and with stirring to 200 mg (0.97 mmol) of N-ethyl-N′-(4-hydroxy-2,5-dimethylphenyl)-N-methylformamidine (cf. WO 2007/031513) in 3 ml of DMSO, and stirring was continued for about 15 minutes. At from 0 to 5° C., a solution of 313 mg (1.94 mmol) of 2-chlorocyclohexanone O-methyl oxime in 0.5 ml of DMSO was added to this mixture with stirring, and stirring was continued ...